This data is from the Open Reaction Database (ORD), a public repository of structured organic reaction records. The task is: describe an organic reaction: reactants, conditions, products, and yield Solvent: CO (MeOH), CCOC(=O)C (EtOAc). Run at time 30 minute. Reactants: C[O-].[Na+] (NaOMe), C(C=C)#N (acrylonitrile), Cl.C(C1=CC=CC=C1)OC1=CC(=C(C=C1)NN)F (4-benzyloxy-2-fluorophenylhydrazine hydrochloride), C[O-].[Na+] (NaOMe), C(C=C)#N (acrylonitrile). The product is NC=1NN(CC1)C1=C(C=C(C=C1)OCC1=CC=CC=C1)F (3-Amino-1-(4-benzyloxy-2-fluorophenyl)-pyrazoline). Procedure: NaOMe (25 wt. % solution in MeOH, 7.75 mL) and acrylonitrile (2.1 mL) were added to a solution of 4-benzyloxy-2-fluorophenylhydrazine hydrochloride (4.15 g) in MeOH (40 mL) at room temperature. The mixture was stirred at room temperature for 30 minutes and refluxed overnight. Additional NaOMe (25 wt. % solution in MeOH, 3.9 mL) and acrylonitrile (1.05 ml) were added to the reaction mixture and refluxed for 7.5 hours. The mixture was diluted with EtOAc and washed with sat. NaHCO3 and brine. The o... RXN SMILES: C[O-].[Na+].[C:4](#[N:7])[CH:5]=[CH2:6].Cl.[CH2:9]([O:16][C:17]1[CH:22]=[CH:21][C:20]([NH:23][NH2:24])=[C:19]([F:25])[CH:18]=1)[C:10]1[CH:15]=[CH:14][CH:13]=[CH:12][CH:11]=1>CO.CCOC(C)=O>[NH2:7][C:4]1[NH:24][N:23]([C:20]2[CH:21]=[CH:22][C:17]([O:16][CH2:9][C:10]3[CH:15]=[CH:14][CH:13]=[CH:12][CH:11]=3)=[CH:18][C:19]=2[F:25])[CH2:6][CH:5]=1 |f:0.1,3.4|.